From a dataset of the Open Reaction Database (ORD), a public repository of structured organic reaction records. describe an organic reaction: reactants, conditions, products, and yield Reactants: C(C)OC(=O)C=1C=C(SC1)C1=CC=CC=C1 (Ethyl-2-phenylthiophen-4-carboxylate), ClN1C(CCC1=O)=O (N-chlorosuccinimide). The solvent is C(C)(=O)O (acetic acid). Conditions: time 8 hour. Yields the product C(C)OC(=O)C1=C(SC(=C1)C1=CC=CC=C1)Cl (2-Chloro-5-phenyl-thiophene-3-carboxylic acid ethyl ester). Isolated yield 76.7%. As a reaction SMILES: [CH2:1]([O:3][C:4]([C:6]1[CH:7]=[C:8]([C:11]2[CH:16]=[CH:15][CH:14]=[CH:13][CH:12]=2)[S:9][CH:10]=1)=[O:5])[CH3:2].[Cl:17]N1C(=O)CCC1=O>C(O)(=O)C>[CH2:1]([O:3][C:4]([C:6]1[CH:7]=[C:8]([C:11]2[CH:16]=[CH:15][CH:14]=[CH:13][CH:12]=2)[S:9][C:10]=1[Cl:17])=[O:5])[CH3:2]. Procedure details: Ethyl-2-phenylthiophen-4-carboxylate (0.5 g, 2.15 mmol) was dissolved in acetic acid (5 mL). N-chlorosuccinimide (2.17 mmol) was added and the reaction stirred overnight. The reaction was concentrated under vacuum and purified by flash chromatography on silica, eluting with 0%-50% ethyl acetate in cyclohexane. The fractions containing the desired product were concentrated under vacuum to give the title compound (0.44 g). 1H NMR (400 MHz, CHCl3-d): δ 7.5 (d, 2H), 7.4-7.25 (m, 4H), 4.4 (q, 2H), 1.... Reactants: C(C1=CC=CC=C1)(=O)N1CC2C=3C(=CC=CC13)CC(C2)=O (1-benzoyl-4-keto-1,2,2a,3,4,5-hexahydrobenz[cd]indole), ice, C(C)(=O)[O-].[NH4+] (ammonium acetate), C(#N)[BH3-].[Na+] (sodium cyanoborohydride). Solvent: C(C)O (ethanol). Reaction conditions: time 22 hour. Product: C(C1=CC=CC=C1)(=O)N1CC2C=3C(=CC=CC13)CC(C2)N (1-benzoyl-4-amino-1,2,2a,3,4,5-hexahydrobenz-[cd]indole). RXN SMILES: [C:1]([N:9]1[C:17]2[CH:16]=[CH:15][CH:14]=[C:13]3[CH2:18][C:19](=O)[CH2:20][CH:11]([C:12]=23)[CH2:10]1)(=[O:8])[C:2]1[CH:7]=[CH:6][CH:5]=[CH:4][CH:3]=1.C([O-])(=O)C.[NH4+].C([BH3-])#[N:28].[Na+]>C(O)C>[C:1]([N:9]1[C:17]2[CH:16]=[CH:15][CH:14]=[C:13]3[CH2:18][CH:19]([NH2:28])[CH2:20][CH:11]([C:12]=23)[CH2:10]1)(=[O:8])[C:2]1[CH:7]=[CH:6][CH:5]=[CH:4][CH:3]=1 |f:1.2,3.4|. Procedure details: A reaction mixture was prepared from 2.7 g. of 1-benzoyl-4-keto-1,2,2a,3,4,5-hexahydrobenz[cd]indole, 7.7 g. of ammonium acetate and 125 ml. of ethanol. 590 mg. of sodium cyanoborohydride were added and the resulting suspension stirred at ambient temperature for 22 hours. The reaction mixture was then poured over an ice-1N hydrochloric acid mixture and the acidic aqueous layer extracted with chloroform. The aqueous layer was then made basic with 14N aqueous ammonium hydroxide and the alkaline la... The reactants are [BH4-], CO, Nc1cccc2c1CC(=O)CC2, [Na+], O. The product is Nc1cccc2c1CC(O)CC2. Reaction SMILES: [BH4-:13].[CH3:16][OH:17].[NH2:1][c:2]1[cH:3][cH:4][cH:5][c:6]2[c:11]1[CH2:10][C:9](=[O:12])[CH2:8][CH2:7]2.[Na+:14].[OH2:15]>>[NH2:1][c:2]1[cH:3][cH:4][cH:5][c:6]2[c:11]1[CH2:10][CH:9]([OH:12])[CH2:8][CH2:7]2. Reactants: S([O-])(O)=O (bisulfite), NNC(=S)N (thiosemicarbazide), C(C1=CC=CC=C1)N1C(=NC=C1[N+](=O)[O-])C=CC1=CC=CC=C1 (β-(1-benzyl-5-nitro-2-imidazolyl)styrene), O=[O+][O-] (ozone), S(=O)(=O)([O-])S(=O)[O-].[Na+].[Na+] (sodium meta-bisulfite). Run in O (water), CO (methanol), CO (methanol). The product is C(C1=CC=CC=C1)N1C(=NC=C1[N+](=O)[O-])C=NNC(=S)N (1-benzyl-5-nitro-2-imidazolecarboxaldehyde thiosemicarbazone). Reaction SMILES: [CH2:1]([N:8]1[C:12]([N+:13]([O-:15])=[O:14])=[CH:11][N:10]=[C:9]1[CH:16]=CC1C=CC=CC=1)[C:2]1[CH:7]=[CH:6][CH:5]=[CH:4][CH:3]=1.O=[O+][O-].S(S([O-])=O)([O-])(=O)=O.[Na+].[Na+].S(=O)(O)[O-].[NH2:40][NH:41][C:42]([NH2:44])=[S:43]>CO.O>[CH2:1]([N:8]1[C:12]([N+:13]([O-:15])=[O:14])=[CH:11][N:10]=[C:9]1[CH:16]=[N:40][NH:41][C:42]([NH2:44])=[S:43])[C:2]1[CH:3]=[CH:4][CH:5]=[CH:6][CH:7]=1 |f:2.3.4|. Procedure details: 0.5 g. (1.64 millimole) of β-(1-benzyl-5-nitro-2-imidazolyl)styrene in 95% aqueous methanol is treated with ozone until a clear solution is obtained. to this solution at 15° C., 0.312 g. (1.64 millimole) of sodium meta-bisulfite (Na2S2O5) in 3 ml. of water is added. The mixture is then evaporated to dryness under reduced pressure at 75° C. and the solid extracted with ethyl acetate. The ethyl acetate extracts are dried, evaporated to dryness to give a yellow-orange residue (probably bisulfite ad...